From a dataset of the Open Reaction Database (ORD), a public repository of structured organic reaction records. describe an organic reaction: reactants, conditions, products, and yield The yield is 72.0%. The product is N12C[C@H](C(CC1)CC2)NCCN2C=CC1=CC=CC(=C21)C(=O)OC ((S)-methyl 1-(2-(quinuclidin-3-ylamino)ethyl)-1H-indole-7-carboxylate). Solvent: C(Cl)Cl (methylene chloride), C(C)(=O)O (Acetic acid). Starting materials: [H-].[Na+] (sodium hydride), C(C)(=O)O[BH-](OC(C)=O)OC(C)=O.[Na+] (Sodium triacetoxyborohydride), N[C@@H]1CN2CCC1CC2 ((S)-(−)-3-aminoquinuclidine), O=CCN1C=CC2=CC=CC(=C12)C(=O)OC (methyl 1-(2-oxoethyl)-1H-indole-7-carboxylate). Procedure: To a stirred suspension of (S)-(−)-3-aminoquinuclidine (1.4 g, 7.0 mmol) in methylene chloride (50 mL) was added sodium hydride (562 mg, 14.0 mmol) in portions and the mixture was stirred for 1 h. Acetic acid (0.6 mL) was added dropwise, followed by methyl 1-(2-oxoethyl)-1H-indole-7-carboxylate (1.3 g, 5.9 mmol) from Step B above and the reaction was stirred at room temperature for 2 h. Sodium triacetoxyborohydride (4.2 g, 19.6 mmol) was then added in one portion and stirring was continued overn... Reaction SMILES: [NH2:1][C@H:2]1[CH:7]2[CH2:8][CH2:9][N:4]([CH2:5][CH2:6]2)[CH2:3]1.[H-].[Na+].O=[CH:13][CH2:14][N:15]1[C:23]2[C:18](=[CH:19][CH:20]=[CH:21][C:22]=2[C:24]([O:26][CH3:27])=[O:25])[CH:17]=[CH:16]1.C(O[BH-](OC(=O)C)OC(=O)C)(=O)C.[Na+]>C(Cl)Cl.C(O)(=O)C>[N:4]12[CH2:9][CH2:8][CH:7]([CH2:6][CH2:5]1)[C@H:2]([NH:1][CH2:13][CH2:14][N:15]1[C:23]3[C:18](=[CH:19][CH:20]=[CH:21][C:22]=3[C:24]([O:26][CH3:27])=[O:25])[CH:17]=[CH:16]1)[CH2:3]2 |f:1.2,4.5|. Run at time 1 hour. Reaction conditions: temperature 60 celsius, time 1 hour. Starting materials: CNC (dimethylamine), C(=O)(O)C1CC=2C=3N(C(NC2CC1)=O)C=C(N3)C3=C(C=CC=C3)F (9-Carboxy-2-(2-fluorophenyl)-7,8,9,10-tetrahydro-imidazo[1,2-c]-quinazolin-5(6H)-one), O (H2O). The product is CN(C(=O)C1CC=2C=3N(C(NC2CC1)=O)C=C(N3)C3=C(C=CC=C3)F)C (9-(N,N-Dimethylcarbamyl)-2-(2-fluorophenyl)-7,8,9,10-tetrahydro-imidazo[1,2-c]-quinazolin-5(6H)-one). Procedure: A mixture containing 9-Carboxy-2-(2-fluorophenyl)-7,8,9,10-tetrahydro-imidazo[1,2-c]-quinazolin-5(6H)-one (150 mg) and 1,1-carbonyldiimadazole (120 mg) in DMF (5 mL) was heated to 60° C. for 15 rain after which time the reaction was cooled and 2 mL of dimethylamine added. The reaction was allowed to stand at room temperature for 1 hour. To the mixture was then added 10 mL of H2O and the resultant product was collected and dried to yield 9-(N,N-Dimethylcarbamyl)-2-(2-fluorophenyl)-7,8,9,10-tetrah... The solvent is CN(C)C=O (DMF). Reaction SMILES: [C:1]([CH:4]1[CH2:13][CH2:12][C:11]2[NH:10][C:9](=[O:14])[N:8]3[CH:15]=[C:16]([C:18]4[CH:23]=[CH:22][CH:21]=[CH:20][C:19]=4[F:24])[N:17]=[C:7]3[C:6]=2[CH2:5]1)([OH:3])=O.[CH3:25][NH:26][CH3:27].O>CN(C=O)C>[CH3:25][N:26]([CH3:27])[C:1]([CH:4]1[CH2:13][CH2:12][C:11]2[NH:10][C:9](=[O:14])[N:8]3[CH:15]=[C:16]([C:18]4[CH:23]=[CH:22][CH:21]=[CH:20][C:19]=4[F:24])[N:17]=[C:7]3[C:6]=2[CH2:5]1)=[O:3].